From a dataset of the Open Reaction Database (ORD), a public repository of structured organic reaction records. describe an organic reaction: reactants, conditions, products, and yield The reactants are CC(OC1CCCCO1)C1CCN(C(=O)OC(C)(C)C)C1C, CC(=O)O. The product is CC(O)C1CCN(C(=O)OC(C)(C)C)C1C. Reaction SMILES: [C:1]([CH3:2])([CH3:3])([CH3:4])[O:5][C:6](=[O:7])[N:8]1[CH:9]([CH3:22])[CH:10]([CH:13]([CH3:14])[O:15][CH:16]2[CH2:17][CH2:18][CH2:19][CH2:20][O:21]2)[CH2:11][CH2:12]1.[CH3:23][C:24](=[O:25])[OH:26]>>[C:1]([CH3:2])([CH3:3])([CH3:4])[O:5][C:6](=[O:7])[N:8]1[CH:9]([CH3:22])[CH:10]([CH:13]([CH3:14])[OH:15])[CH2:11][CH2:12]1. Reactants: COc1ccc(CN2CCNCC2)cc1, CC(C)(C)CCNC(=O)c1ccc(OC(=O)Cl)cc1, ClCCl. Product: COc1ccc(CN2CCN(C(=O)Oc3ccc(C(=O)NCCC(C)(C)C)cc3)CC2)cc1. As a reaction SMILES: [CH3:1][O:2][c:3]1[cH:4][cH:5][c:6]([CH2:7][N:8]2[CH2:9][CH2:10][NH:11][CH2:12][CH2:13]2)[cH:14][cH:15]1.[Cl:16][C:17](=[O:18])[O:19][c:20]1[cH:21][cH:22][c:23]([C:26]([NH:27][CH2:28][CH2:29][C:30]([CH3:31])([CH3:32])[CH3:33])=[O:34])[cH:24][cH:25]1.[Cl:35][CH2:36][Cl:37]>>[CH3:1][O:2][c:3]1[cH:4][cH:5][c:6]([CH2:7][N:8]2[CH2:9][CH2:10][N:11]([C:17](=[O:18])[O:19][c:20]3[cH:21][cH:22][c:23]([C:26]([NH:27][CH2:28][CH2:29][C:30]([CH3:31])([CH3:32])[CH3:33])=[O:34])[cH:24][cH:25]3)[CH2:12][CH2:13]2)[cH:14][cH:15]1. Reactants: CC(C)(C)OC(=O)NC1COCCC1N=[N+]=[N-], CO, O=[Pt]=O. Yields the product CC(C)(C)OC(=O)NC1COCCC1N. As a reaction SMILES: [C:1]([CH3:2])([CH3:3])([CH3:4])[O:5][C:6]([NH:7][CH:8]1[CH2:9][O:10][CH2:11][CH2:12][CH:13]1[N:14]=[N+:15]=[N-:16])=[O:17].[CH3:18][OH:19].[Pt:20](=[O:21])=[O:22]>>[C:1]([CH3:2])([CH3:3])([CH3:4])[O:5][C:6]([NH:7][CH:8]1[CH2:9][O:10][CH2:11][CH2:12][CH:13]1[NH2:14])=[O:17]. Starting materials: NC=1SC2=C(N1)C=C(C(=C2)OC(F)(F)F)OC (2-amino-5-methoxy-6-(trifluoromethoxy)benzothiazole), [OH-].[Na+] (sodium hydroxide). Run in ice, Br (hydrobromic acid). Reaction conditions: temperature 20 celsius. The product is NC=1SC2=C(N1)C=C(C(=C2)OC(F)(F)F)O (2-amino-5-hydroxy-6-(trifluoromethoxy)benzothiazole). The yield is 69.9%. RXN SMILES: [NH2:1][C:2]1[S:3][C:4]2[CH:10]=[C:9]([O:11][C:12]([F:15])([F:14])[F:13])[C:8]([O:16]C)=[CH:7][C:5]=2[N:6]=1.[OH-].[Na+]>Br>[NH2:1][C:2]1[S:3][C:4]2[CH:10]=[C:9]([O:11][C:12]([F:15])([F:13])[F:14])[C:8]([OH:16])=[CH:7][C:5]=2[N:6]=1 |f:1.2|. Procedure details: 0.74 g of 2-amino-5-methoxy-6-(trifluoromethoxy)benzothiazole, in solution in 20 ml of 47% hydrobromic acid, are brought to reflux for 20 hours. After cooling to a temperature in the region of 20° C., the reaction mixture is poured in 20 ml of ice-cold water and the solution is basified using concentrated sodium hydroxide. The organic phase is then extracted with ethyl acetate, dried over magnesium sulphate, filtered and concentrated to dryness under reduced pressure (15 mm Hg, 2 kPa). The crude... The reactants are CC12CCCC(=CBr)C1CC=C2C=O, COC(C)(C)C, CCOC(C)=O, C[Zn]C, CC(C)O[Ti](OC(C)C)(OC(C)C)OC(C)C. Product: CC(O)C1=CCC2C(=CBr)CCCC12C. As a reaction SMILES: [Br:10][CH:11]=[C:12]1[CH:13]2[CH2:14][CH:15]=[C:16]([CH:22]=[O:23])[C:17]2([CH3:21])[CH2:18][CH2:19][CH2:20]1.[CH3:1][O:2][C:3]([CH3:4])([CH3:5])[CH3:6].[CH3:41][CH2:42][O:43][C:44](=[O:45])[CH3:46].[CH3:7][Zn:8][CH3:9].[CH:24]([O:25][Ti:26]([O:27][CH:28]([CH3:29])[CH3:30])([O:31][CH:32]([CH3:33])[CH3:34])[O:35][CH:36]([CH3:37])[CH3:38])([CH3:39])[CH3:40]>>[CH3:1][CH:22]([C:16]1=[CH:15][CH2:14][CH:13]2[C:12](=[CH:11][Br:10])[CH2:20][CH2:19][CH2:18][C:17]21[CH3:21])[OH:23].